From a dataset of the Open Reaction Database (ORD), a public repository of structured organic reaction records. describe an organic reaction: reactants, conditions, products, and yield Reactants: C1(CCCCC1)CN1N=C2C=C(C=CC2=C1)C=1C=C(N2N=CN=C(C21)N)C2CCNCC2 (5-[2-(cyclohexylmethyl)-2H-indazol-6-yl]-7-piperidin-4-ylpyrrolo[2,1-f][1,2,4]triazin-4-amine), ClCC(=O)N(C)C (2-chloro-N,N-dimethylacetamide). Yields the product C(C)(=O)N1CCC(CC1)C1=CC(=C2C(=NC=NN21)N)C=2C=CC1=CN(N=C1C2)CC2CCCCC2 (7-(1-acetylpiperidin-4-yl)-5-[2-(cyclohexylmethyl)-2H-indazol-6-yl]pyrrolo[2,1-f][1,2,4]triazin-4-amine). Isolated yield 16.0%. As a reaction SMILES: [CH:1]1([CH2:7][N:8]2[CH:16]=[C:15]3[C:10]([CH:11]=[C:12]([C:17]4[CH:18]=[C:19]([CH:27]5[CH2:32][CH2:31][NH:30][CH2:29][CH2:28]5)[N:20]5[C:25]=4[C:24]([NH2:26])=[N:23][CH:22]=[N:21]5)[CH:13]=[CH:14]3)=[N:9]2)[CH2:6][CH2:5][CH2:4][CH2:3][CH2:2]1.Cl[CH2:34][C:35](N(C)C)=[O:36]>>[C:35]([N:30]1[CH2:29][CH2:28][CH:27]([C:19]2[N:20]3[C:25]([C:24]([NH2:26])=[N:23][CH:22]=[N:21]3)=[C:17]([C:12]3[CH:13]=[CH:14][C:15]4[C:10]([CH:11]=3)=[N:9][N:8]([CH2:7][CH:1]3[CH2:2][CH2:3][CH2:4][CH2:5][CH2:6]3)[CH:16]=4)[CH:18]=2)[CH2:32][CH2:31]1)(=[O:36])[CH3:34]. Procedure: In a manner similar to the procedure described for Example 369 and using 5-[2-(cyclohexylmethyl)-2H-indazol-6-yl]-7-piperidin-4-ylpyrrolo[2,1-f][1,2,4]triazin-4-amine and substituting acetyl chloride for 2-chloro-N,N-dimethylacetamide as starting materials, 13 mg (16%) of the desired product was isolated. 1H NMR (400 MHz, CD3OD) δ 8.25 (s, 1 H) 7.82 (s, 1 H) 7.80 (d, 1 H) 7.64 (d, 1 H) 7.21 (dd, 1 H) 6.60 (s, 1 H) 4.65 (dd, 1 H) 4.26-4.31 (m, 2 H) 4.04 (dd, 1 H) 3.50 (dt, 1 H) 3.27 (dd, 1 H) 2.8... Starting materials: COC1=CC=C(CN2N=C(C=3C2=NC=CC3OC3=C(C=C(C=C3)NC(=O)C3=CC=NN(C3=O)C3=CC=C(C=C3)F)F)NC3CN(CC3)C(=O)OC(C)(C)C)C=C1 (tert-butyl 3-(1-(4-methoxybenzyl)-4-(2-fluoro-4-(1-(4-fluorophenyl)-6-oxo-1,6-dihydropyridazine-5-carboxamido)phenoxy)-1H-pyrazolo[3,4-b]pyridin-3-ylamino)pyrrolidine-1-carboxylate), FC(C(=O)O)(F)F (2,2,2-trifluoroacetic acid). The solvent is C(Cl)Cl (CH2Cl2). Reaction conditions: time 4 hour. The product is FC=1C=C(C=CC1OC1=C2C(=NC=C1)N(N=C2NC2CNCC2)CC2=CC=C(C=C2)OC)NC(=O)C=2C(N(N=CC2)C2=CC=C(C=C2)F)=O (N-(3-fluoro-4-(1-(4-methoxybenzyl)-3-(pyrrolidin-3-ylamino)-1H-pyrazolo[3,4-b]pyridin-4-yloxy)phenyl)-2-(4-fluorophenyl)-3-oxo-2,3-dihydropyridazine-4-carboxamide). The yield is 76.6%. Reaction SMILES: [CH3:1][O:2][C:3]1[CH:56]=[CH:55][C:6]([CH2:7][N:8]2[C:12]3=[N:13][CH:14]=[CH:15][C:16]([O:17][C:18]4[CH:23]=[CH:22][C:21]([NH:24][C:25]([C:27]5[C:32](=[O:33])[N:31]([C:34]6[CH:39]=[CH:38][C:37]([F:40])=[CH:36][CH:35]=6)[N:30]=[CH:29][CH:28]=5)=[O:26])=[CH:20][C:19]=4[F:41])=[C:11]3[C:10]([NH:42][CH:43]3[CH2:47][CH2:46][N:45](C(OC(C)(C)C)=O)[CH2:44]3)=[N:9]2)=[CH:5][CH:4]=1.FC(F)(F)C(O)=O>C(Cl)Cl>[F:41][C:19]1[CH:20]=[C:21]([NH:24][C:25]([C:27]2[C:32](=[O:33])[N:31]([C:34]3[CH:35]=[CH:36][C:37]([F:40])=[CH:38][CH:39]=3)[N:30]=[CH:29][CH:28]=2)=[O:26])[CH:22]=[CH:23][C:18]=1[O:17][C:16]1[CH:15]=[CH:14][N:13]=[C:12]2[N:8]([CH2:7][C:6]3[CH:55]=[CH:56][C:3]([O:2][CH3:1])=[CH:4][CH:5]=3)[N:9]=[C:10]([NH:42][CH:43]3[CH2:47][CH2:46][NH:45][CH2:44]3)[C:11]=12. Procedure details: A round-bottomed flask was charged with tert-butyl 3-(1-(4-methoxybenzyl)-4-(2-fluoro-4-(1-(4-fluorophenyl)-6-oxo-1,6-dihydropyridazine-5-carboxamido)phenoxy)-1H-pyrazolo[3,4-b]pyridin-3-ylamino)pyrrolidine-1-carboxylate (61.3 mg, 0.08015 mmol), 2,2,2-trifluoroacetic acid (182.8 mg, 1.603 mmol) and CH2Cl2 (5 mL). The reaction mixture was stirred at room temperature for 4 hours. The solvent was removed and the residue was purified by silica gel chromatography (DCM/7 M NH3 in MeOH from 50/1 to 10/... Starting materials: C(C)OCC (diethyl ether), NCCNC(OC(C)(C)C)=O (tert-butyl 2-aminoethylcarbamate), C([O-])([O-])=O.[Na+].[Na+] (sodium carbonate), BrCCNC(C1=CC=CC=C1)(C1=CC=CC=C1)C1=CC=CC=C1 (N-(2-bromoethyl)tritylamine). The solvent is CCCCCC (hexane), C(Cl)(Cl)Cl (chloroform). The product is C(C1=CC=CC=C1)(C1=CC=CC=C1)(C1=CC=CC=C1)NCCNCCNC(OC(C)(C)C)=O (tert-butyl 2-{[2-(tritylamino)ethyl]amino}ethylcarbamate). Yield: 41.8%. Reaction SMILES: [NH2:1][CH2:2][CH2:3][NH:4][C:5](=[O:11])[O:6][C:7]([CH3:10])([CH3:9])[CH3:8].C(=O)([O-])[O-].[Na+].[Na+].Br[CH2:19][CH2:20][NH:21][C:22]([C:35]1[CH:40]=[CH:39][CH:38]=[CH:37][CH:36]=1)([C:29]1[CH:34]=[CH:33][CH:32]=[CH:31][CH:30]=1)[C:23]1[CH:28]=[CH:27][CH:26]=[CH:25][CH:24]=1.C(OCC)C>C(Cl)(Cl)Cl.CCCCCC>[C:22]([NH:21][CH2:20][CH2:19][NH:1][CH2:2][CH2:3][NH:4][C:5](=[O:11])[O:6][C:7]([CH3:8])([CH3:10])[CH3:9])([C:29]1[CH:30]=[CH:31][CH:32]=[CH:33][CH:34]=1)([C:35]1[CH:40]=[CH:39][CH:38]=[CH:37][CH:36]=1)[C:23]1[CH:24]=[CH:25][CH:26]=[CH:27][CH:28]=1 |f:1.2.3|. Procedure: To a solution of tert-butyl 2-aminoethylcarbamate (4.81 g) in dehydrated chloroform (10 ml) were added sodium carbonate (1.06 g) and N-(2-bromoethyl)tritylamine (3.66 g), and the mixture was stirred under reflux for 3 hours. To the reaction mixture were added diethyl ether and hexane, and the solution was washed with water. The mixture was extracted with 5% aqueous citric acid solution, and the aqueous layer was washed with diethyl ether. The aqueous layer was then made alkaline with sodium hydr... Yields the product BrCC1=C(C=C(C(=O)OC)C=C1)OC (Methyl 4-(bromomethyl)-3-methoxybenzoate). Isolated yield 89.0%. Run in C(C)(=O)OCC (ethyl acetate). The reagents and catalysts are N(=NC(C#N)(C)C)C(C#N)(C)C (2,2′-azobis(isobutyronitrile)). The reactants are COC=1C=C(C(=O)OC)C=CC1C (methyl 3-methoxy-4-methylbenzoate), BrN1C(CCC1=O)=O (N-bromosuccinimide). RXN SMILES: [CH3:1][O:2][C:3]1[CH:4]=[C:5]([CH:10]=[CH:11][C:12]=1[CH3:13])[C:6]([O:8][CH3:9])=[O:7].[Br:14]N1C(=O)CCC1=O>N(C(C)(C)C#N)=NC(C)(C)C#N.C(OCC)(=O)C>[Br:14][CH2:13][C:12]1[CH:11]=[CH:10][C:5]([C:6]([O:8][CH3:9])=[O:7])=[CH:4][C:3]=1[O:2][CH3:1]. Reported procedure: A mixture of methyl 3-methoxy-4-methylbenzoate (10.0 g, 55.5 mmol), N-bromosuccinimide (10.7 g, 60.9 mmol), 2,2′-azobis(isobutyronitrile) (1.6 mg) and ethyl acetate (200 ml) was heated under reflux overnight. The solvent was evaporated under reduced pressure, and hexane was added to the residue. The precipitate was filtered off, and the filtrate was concentrated under reduced pressure. The residue was subjected to silica gel column chromatography and eluted with hexane-ethyl acetate (9:1-7:3, v/... As a reaction SMILES: [CH2:27]1[O:28][CH2:29][CH2:30][CH2:31]1.[NH2:1][c:2]1[n:3][cH:4][c:5]([N+:8](=[O:9])[O-:10])[cH:6][cH:7]1.[c:11]1([CH2:17][C:18](=[O:19])[Cl:20])[cH:12][cH:13][cH:14][cH:15][cH:16]1.[cH:21]1[cH:22][cH:23][n:24][cH:25][cH:26]1>>[NH:1]([c:2]1[n:3][cH:4][c:5]([N+:8](=[O:9])[O-:10])[cH:6][cH:7]1)[C:18]([CH2:17][c:11]1[cH:12][cH:13][cH:14][cH:15][cH:16]1)=[O:19]. The reactants are C1CCOC1, Nc1ccc([N+](=O)[O-])cn1, O=C(Cl)Cc1ccccc1, c1ccncc1. Product: O=C(Cc1ccccc1)Nc1ccc([N+](=O)[O-])cn1. Reactants: BrCCCCN1C(C2=CC=CC=C2C1=O)=O (2-(4-bromobutyl)-1H-isoindole-1,3(2H)-dione), N1C=NC=C1 (imidazole). The reagents and catalysts are [Ag] (silver). Run in CN(C=O)C (dimethylformamide). Yields the product N1(C=NC=C1)CCCCN1C(C2=CC=CC=C2C1=O)=O (2-[4-(1H-imidazol-1-yl)butyl]-1H-isoindole-1,3(2H)-dione). Reaction SMILES: Br[CH2:2][CH2:3][CH2:4][CH2:5][N:6]1[C:14](=[O:15])[C:13]2[C:8](=[CH:9][CH:10]=[CH:11][CH:12]=2)[C:7]1=[O:16].[NH:17]1[CH:21]=[CH:20][N:19]=[CH:18]1>[Ag].CN(C)C=O>[N:17]1([CH2:2][CH2:3][CH2:4][CH2:5][N:6]2[C:14](=[O:15])[C:13]3[C:8](=[CH:9][CH:10]=[CH:11][CH:12]=3)[C:7]2=[O:16])[CH:21]=[CH:20][N:19]=[CH:18]1. Procedure: A mixture of 0.1 mole of 2-(4-bromobutyl)-1H-isoindole-1,3(2H)-dione and 0.1 mole of the silver salt of imidazole were heated in 300 ml. of dimethylformamide for 8 hours. The reaction mixture was concentrated to remove the solvent and the residue was boiled with 200 ml. of toluene and filtered to remove the insoluble material. The toluene layer was concentrated and the desired product was purified by HPLC using ethyl acetate and a silica gel column.